Dataset: the Open Reaction Database (ORD), a public repository of structured organic reaction records. Task: describe an organic reaction: reactants, conditions, products, and yield The reactants are B(Br)(Br)Br (BBr3), C(C1=CC=CC=C1)N1C(SC(C1=O)=C1SC2=C(N1C)C=C(C=C2)OC)=NC=2C=C(C#N)C=CC2NCC (3-[3-benzyl-5-(3-methyl-5-methoxy-3H-benzothiazol-2-ylidene)4-oxothiazolidin-2-ylideneamino]-4-(ethylamino)benzonitrile), CO (MeOH), B(Br)(Br)Br (BBr3). Solvent: C(Cl)Cl (DCM). Reaction conditions: temperature 20 celsius, time 72 hour. Product: C(C1=CC=CC=C1)N1C(SC(C1=O)=C1SC2=C(N1C)C=C(C=C2)O)=NC=2C=C(C#N)C=CC2NCC (3-[3-benzyl-5-(5-hydroxy-3-methyl-3H-benzothiazol-2-ylidene)-4-oxothiazolidi n-2-ylideneamino]-4-(ethylamino)benzonitrile). Yield: 58.4%. RXN SMILES: [CH2:1]([N:8]1[C:12](=[O:13])[C:11](=[C:14]2[N:18]([CH3:19])[C:17]3[CH:20]=[C:21]([O:24]C)[CH:22]=[CH:23][C:16]=3[S:15]2)[S:10][C:9]1=[N:26][C:27]1[CH:28]=[C:29]([CH:32]=[CH:33][C:34]=1[NH:35][CH2:36][CH3:37])[C:30]#[N:31])[C:2]1[CH:7]=[CH:6][CH:5]=[CH:4][CH:3]=1.B(Br)(Br)Br.CO>C(Cl)Cl>[CH2:1]([N:8]1[C:12](=[O:13])[C:11](=[C:14]2[N:18]([CH3:19])[C:17]3[CH:20]=[C:21]([OH:24])[CH:22]=[CH:23][C:16]=3[S:15]2)[S:10][C:9]1=[N:26][C:27]1[CH:28]=[C:29]([CH:32]=[CH:33][C:34]=1[NH:35][CH2:36][CH3:37])[C:30]#[N:31])[C:2]1[CH:7]=[CH:6][CH:5]=[CH:4][CH:3]=1. Procedure details: To a suspension of the product of Example 56 (1.06 g, 2 mmol) in DCM (10 mL) was added BBr3 (1.0 M in DCM, 2 mL) dropwise at −78° C. It was warmed to 20° C. slowly and the suspension was stirred for 72 h at 20° C. under N2. MeOH was added to decompose BBr3 at 0° C. Solvent was removed to give a crude, which was purified by chromatography on silica gel eluting with MeOH-DCM (2.5:97.5) to afford the title compound (0.6 g). 1H-NMR indicated one isomer. 1H-NMR (DMSO-d6): δ 9.66 (1H, s), 7.35 (1H, d)... The reactants are [BH4-], C1CCOC1, CCN, CO, CN1C(=O)C(c2ccc(OC(F)F)cc2)(c2cccc(C=O)c2)N=C1N, [Na+], [Na+], [OH-]. The product is CCNCc1cccc(C2(c3ccc(OC(F)F)cc3)N=C(N)N(C)C2=O)c1. RXN SMILES: [BH4-:30].[CH2:34]1[O:35][CH2:36][CH2:37][CH2:38]1.[CH3:27][CH2:28][NH2:29].[CH3:39][OH:40].[NH2:1][C:2]1=[N:6][C:5]([c:7]2[cH:8][cH:9][c:10]([O:13][CH:14]([F:15])[F:16])[cH:11][cH:12]2)([c:17]2[cH:18][c:19]([CH:20]=[O:21])[cH:22][cH:23][cH:24]2)[C:4](=[O:25])[N:3]1[CH3:26].[Na+:31].[Na+:33].[OH-:32]>>[NH2:1][C:2]1=[N:6][C:5]([c:7]2[cH:8][cH:9][c:10]([O:13][CH:14]([F:15])[F:16])[cH:11][cH:12]2)([c:17]2[cH:18][c:19]([CH2:20][NH:29][CH2:28][CH3:27])[cH:22][cH:23][cH:24]2)[C:4](=[O:25])[N:3]1[CH3:26]. Reactants: OCCCC1=NC=CC=C1 (2-(3-Hydroxypropyl)pyridine), Cl (HCl). The reagents and catalysts are O.[Pt](=O)=O (platinum (IV) oxide monohydrate). The solvent is O (water). Reaction conditions: time 96 hour. Product: OCCCC1NCCCC1 (2(R/S)-(3-hydroxypropyl)piperidine). Isolated yield 100.1%. As a reaction SMILES: [OH:1][CH2:2][CH2:3][CH2:4][C:5]1[CH:10]=[CH:9][CH:8]=[CH:7][N:6]=1.Cl>O.[Pt](=O)=O.O>[OH:1][CH2:2][CH2:3][CH2:4][CH:5]1[CH2:10][CH2:9][CH2:8][CH2:7][NH:6]1 |f:2.3|. Procedure: 2-(3-Hydroxypropyl)pyridine (5 g, 36.4 mmoles) was dissolved in 1N HCl (36.4 mL, 36.4 mmoles) and water (63.6 mL) and platinum (IV) oxide monohydrate (1 g, 4.08 mmoles) was added under an argon atmosphere. The mixture was hydrogenated at 55 psi in a Parr bomb at 25° C. for 96 h. The catalyst was filtered off through Celite® and washed with water. The combined filtrates were treated with BioRad AG1-X8 (OH) resin until basic. The resin was filtered off and washed with water. The combined filtrates...